Task: describe an organic reaction: reactants, conditions, products, and yield. Dataset: the Open Reaction Database (ORD), a public repository of structured organic reaction records Reactants: ClC1=CC=C(N=N1)NCC1CCN(CC1)C(=O)OCC1=CC=CC=C1 (Benzyl 4-{[(6-chloro-3-pyridazinyl)amino]methyl}-1-piperidinecarboxylate), C(C)(=O)[O-].[Na+] (sodium acetate). The solvent is C(C)(=O)O (acetic acid). Conditions: temperature 100 celsius. The product is OC1=CC=C(N=N1)NCC1CCN(CC1)C(=O)OCC1=CC=CC=C1 (Benzyl 4-{[(6-hydroxy-3-pyridazinyl)amino]methyl}-1-piperidinecarboxylate). RXN SMILES: Cl[C:2]1[N:7]=[N:6][C:5]([NH:8][CH2:9][CH:10]2[CH2:15][CH2:14][N:13]([C:16]([O:18][CH2:19][C:20]3[CH:25]=[CH:24][CH:23]=[CH:22][CH:21]=3)=[O:17])[CH2:12][CH2:11]2)=[CH:4][CH:3]=1.C([O-])(=[O:28])C.[Na+]>C(O)(=O)C>[OH:28][C:2]1[N:7]=[N:6][C:5]([NH:8][CH2:9][CH:10]2[CH2:15][CH2:14][N:13]([C:16]([O:18][CH2:19][C:20]3[CH:25]=[CH:24][CH:23]=[CH:22][CH:21]=3)=[O:17])[CH2:12][CH2:11]2)=[CH:4][CH:3]=1 |f:1.2|. Reported procedure: Benzyl 4-{[(6-chloro-3-pyridazinyl)amino]methyl}-1-piperidinecarboxylate (EXAMPLE 22) (37 mg, 0.10 mmol) was dissolved in acetic acid (5 mL) with sodium acetate (82 mg, 1.00 mmol) and was heated to 100° C. for 18 h. The volatiles were removed under reduced pressure and the residue partitioned between sat. NaHCO3 and ethyl acetate. The organics were dried over Na2SO4, filtered and concentrated under reduced pressure, affording the title compound as a clear oil. Starting materials: BrC1=CC=C(C=C1)NC=1OC2=C(N1)C=C(C=C2)C (N-(4-Bromophenyl)-5-methyl-1,3-benzoxazol-2-amine), C[Si](CCOC(=O)[C@H]1[C@@H](CCCC1)C(C1=CC=C(C=C1)Br)=O)(C)C (trans-2-(trimethylsilyl)ethyl-2-(4-bromobenzoyl)cyclohexanecarboxylate), ClCCl (dichloromethane), C(=O)(O)[O-].[Na+] (NaHCO3). Reagents/catalysts: C1=CC=C(C=C1)P([C-]2C=CC=C2)C3=CC=CC=C3.C1=CC=C(C=C1)P([C-]2C=CC=C2)C3=CC=CC=C3.Cl[Pd]Cl.[Fe+2] ([1,1′-bis(diphenylphosphino)-ferrocene]dichloro palladium(II)). Solvent: CCOC(=O)C (EtOAc), CCO (EtOH), C1(=CC=CC=C1)C (Toluene). Run at temperature 90 celsius. Yields the product C(C)OC(=O)C1C(CCCC1)C(=O)C1=CC=C(C=C1)C1=CC=C(C=C1)NC=1OC2=C(N1)C=C(C=C2)C (ethyl-2-({4′-[(5-methyl-1,3-benzoxazol-2-yl)amino]biphenyl-4-yl}carbonyl)cyclohexanecarboxylate). Isolated yield 57.7%. As a reaction SMILES: Br[C:2]1[CH:7]=[CH:6][C:5]([NH:8][C:9]2[O:10][C:11]3[CH:17]=[CH:16][C:15]([CH3:18])=[CH:14][C:12]=3[N:13]=2)=[CH:4][CH:3]=1.C[Si](C)(C)[CH2:21][CH2:22][O:23][C:24]([C@@H:26]1[CH2:31][CH2:30][CH2:29][CH2:28][C@H:27]1[C:32](=[O:40])[C:33]1[CH:38]=[CH:37][C:36](Br)=[CH:35][CH:34]=1)=[O:25].C([O-])(O)=O.[Na+].ClCCl>CCOC(C)=O.C1C=CC(P(C2C=CC=CC=2)[C-]2C=CC=C2)=CC=1.C1C=CC(P(C2C=CC=CC=2)[C-]2C=CC=C2)=CC=1.Cl[Pd]Cl.[Fe+2].CCO.C1(C)C=CC=CC=1>[CH2:22]([O:23][C:24]([CH:26]1[CH2:31][CH2:30][CH2:29][CH2:28][CH:27]1[C:32]([C:33]1[CH:38]=[CH:37][C:36]([C:2]2[CH:7]=[CH:6][C:5]([NH:8][C:9]3[O:10][C:11]4[CH:17]=[CH:16][C:15]([CH3:18])=[CH:14][C:12]=4[N:13]=3)=[CH:4][CH:3]=2)=[CH:35][CH:34]=1)=[O:40])=[O:25])[CH3:21] |f:2.3,6.7.8.9|. Procedure details: N-(4-Bromophenyl)-5-methyl-1,3-benzoxazol-2-amine (76.70 mg, 0.25 mmol) and trans-2-(trimethylsilyl)ethyl-2-(4-bromobenzoyl)cyclohexanecarboxylate (105.45 mg, 0.23 mmol) were combined in a clean dry flask under argon. Toluene (25 mL), EtOH (8 mL), and saturated aqueous NaHCO3 (5 mL) were added, and the resulting solution was degassed by bubbling with argon for 30 minutes. Then, [1,1′-bis(diphenylphosphino)-ferrocene]dichloro palladium(II), 1:1 complex with dichloromethane (18.78 mg, 0.02 mmol) w...